Dataset: the Open Reaction Database (ORD), a public repository of structured organic reaction records. Task: describe an organic reaction: reactants, conditions, products, and yield The reactants are N1=CC(=CC=C1)CO (3-pyridylcarbinol), FC(C1=CC=C(C=C1)N=C=O)(F)F (p-trifluoromethyl-phenyl isocyanate). The reagents and catalysts are C1CN2CCN1CC2 (Dabco). Solvent: C1=CC=CC=C1 (benzene), C1=CC=CC=C1 (benzene). Run at time 1 hour. Yields the product FC(C1=CC=C(C=C1)NC(OCC=1C=NC=CC1)=O)(F)F (3-pyridylmethyl N-(4'-trifluoromethylphenyl)-carbamate). The yield is 93.0%. As a reaction SMILES: [N:1]1[CH:6]=[CH:5][CH:4]=[C:3]([CH2:7][OH:8])[CH:2]=1.[F:9][C:10]([F:21])([F:20])[C:11]1[CH:16]=[CH:15][C:14]([N:17]=[C:18]=[O:19])=[CH:13][CH:12]=1>C1N2CCN(CC2)C1.C1C=CC=CC=1>[F:9][C:10]([F:20])([F:21])[C:11]1[CH:12]=[CH:13][C:14]([NH:17][C:18](=[O:19])[O:8][CH2:7][C:3]2[CH:2]=[N:1][CH:6]=[CH:5][CH:4]=2)=[CH:15][CH:16]=1. Reported procedure: To a solution of 2.5 g. (0.023 mole) of 3-pyridylcarbinol in 50 ml. of benzene containing 0.1 g. of Dabco catalyst (1,4-diazabicyclo [2,2,2] octane) was added, dropwise, a solution of 43 g. (0.023 mole) of p-trifluoromethyl-phenyl isocyanate in 50 ml. of benzene. A temperature rise from 23° to 35° was noted during the addition, and a white precipitate formed. After stirring for 1 hr., the mixture was filtered, and the solid product was air-dried. There was obtained 6.3 g. (93% of theory) of prod... Reactants: CCOC(=O)Cc1nc(N)sc1C, ClCCl, CS(=O)(=O)c1ccc(C(CC2CCCC2)C(=O)O)cc1, C(=NC1CCCCC1)=NC1CCCCC1, CCN(C(C)C)C(C)C, CN(C)C=O, On1nnc2ccccc21. The product is CCOC(=O)Cc1nc(NC(=O)C(CC2CCCC2)c2ccc(S(C)(=O)=O)cc2)sc1C. Reaction SMILES: [CH2:46]([CH3:47])[O:48][C:49]([CH2:50][c:51]1[n:52][c:53]([NH2:57])[s:54][c:55]1[CH3:56])=[O:58].[CH2:73]([Cl:74])[Cl:75].[CH:1]1([CH2:6][CH:7]([C:8](=[O:9])[OH:10])[c:11]2[cH:12][cH:13][c:14]([S:17](=[O:18])(=[O:19])[CH3:20])[cH:15][cH:16]2)[CH2:2][CH2:3][CH2:4][CH2:5]1.[CH:31]1([N:32]=[C:33]=[N:34][CH:35]2[CH2:36][CH2:37][CH2:38][CH2:39][CH2:40]2)[CH2:41][CH2:42][CH2:43][CH2:44][CH2:45]1.[CH:59]([N:60]([CH2:61][CH3:62])[CH:63]([CH3:64])[CH3:65])([CH3:66])[CH3:67].[O:68]=[CH:69][N:70]([CH3:71])[CH3:72].[OH:21][n:22]1[c:23]2[c:24]([cH:25][cH:26][cH:27][cH:28]2)[n:29][n:30]1>>[CH:1]1([CH2:6][CH:7]([C:8](=[O:10])[NH:57][c:53]2[n:52][c:51]([CH2:50][C:49]([O:48][CH2:46][CH3:47])=[O:58])[c:55]([CH3:56])[s:54]2)[c:11]2[cH:12][cH:13][c:14]([S:17](=[O:18])(=[O:19])[CH3:20])[cH:15][cH:16]2)[CH2:2][CH2:3][CH2:4][CH2:5]1. As a reaction SMILES: [Br:1][c:2]1[cH:3][c:4]2[c:5]([Cl:12])[n:6][cH:7][n:8][c:9]2[cH:10][cH:11]1.[CH2:17]([OH:18])[CH3:19].[CH3:14][CH2:15][O-:16].[Na+:13]>>[Br:1][c:2]1[cH:3][c:4]2[c:5]([O:16][CH2:15][CH3:14])[n:6][cH:7][n:8][c:9]2[cH:10][cH:11]1. Starting materials: Clc1ncnc2ccc(Br)cc12, CCO, CC[O-], [Na+]. Product: CCOc1ncnc2ccc(Br)cc12. Reactants: BrC=1C=C2C=CC(=CC2=CC1)O (6-bromo-2-naphthalenol), [H-].[Na+] (sodium hydride), BrCCCCCC (1-bromohexane). Solvent: CN(C)C=O (DMF). Reaction conditions: temperature 50 celsius, time 30 minute. Yields the product BrC1=CC2=CC=C(C=C2C=C1)OCCCCCC (2-Bromo-6-(hexyloxy)naphthalene). Yield: 81.0%. Reaction SMILES: [Br:1][C:2]1[CH:3]=[C:4]2[C:9](=[CH:10][CH:11]=1)[CH:8]=[C:7]([OH:12])[CH:6]=[CH:5]2.[H-].[Na+].Br[CH2:16][CH2:17][CH2:18][CH2:19][CH2:20][CH3:21]>CN(C=O)C>[Br:1][C:2]1[CH:11]=[CH:10][C:9]2[C:4](=[CH:5][CH:6]=[C:7]([O:12][CH2:16][CH2:17][CH2:18][CH2:19][CH2:20][CH3:21])[CH:8]=2)[CH:3]=1 |f:1.2|. Procedure details: To a stirred solution of 4.46 g (20.0 mmol) of 6-bromo-2-naphthalenol (obtained from Aldrich Chemical Company (#B7,340-6) and used without purification), in 20 mL of DMF at room temperature under argon was added 480 mg (20 mmol) of 95% sodium hydride over the course of 15 min. The resulting light yellow solution was stirred 30 min and 3.5 mL (22 mmol) of 1-bromohexane was added. The reaction was heated to 50° C. and stirred for 60 min. The reaction was quenched with ice water, the resultings sol... Reactants: C(C1=CC=CC=C1)(=O)NC(C(=O)O)=C(C)C (2-benzamido-3-methylbut-2-enoic acid), Cl.ClC1=CC=C(C=C1)C1CCNCC1 (4-(4-chlorophenyl)piperidine hydrochloride). Yields the product ClC1=CC=C(C=C1)C1CCN(CC1)C(C(=C(C)C)NC(C1=CC=CC=C1)=O)=O (N-(1-(4-(4-chlorophenyl)piperidin-1-yl)-3-methyl-1-oxobut-2-en-2-yl)benzamide). Reaction SMILES: [C:1]([NH:9][C:10](=[C:14]([CH3:16])[CH3:15])[C:11]([OH:13])=O)(=[O:8])[C:2]1[CH:7]=[CH:6][CH:5]=[CH:4][CH:3]=1.Cl.[Cl:18][C:19]1[CH:24]=[CH:23][C:22]([CH:25]2[CH2:30][CH2:29][NH:28][CH2:27][CH2:26]2)=[CH:21][CH:20]=1>>[Cl:18][C:19]1[CH:24]=[CH:23][C:22]([CH:25]2[CH2:26][CH2:27][N:28]([C:11](=[O:13])[C:10]([NH:9][C:1](=[O:8])[C:2]3[CH:3]=[CH:4][CH:5]=[CH:6][CH:7]=3)=[C:14]([CH3:16])[CH3:15])[CH2:29][CH2:30]2)=[CH:21][CH:20]=1 |f:1.2|. Procedure details: The crude 2-benzamido-3-methylbut-2-enoic acid from Step 1 was coupled with 4-(4-chlorophenyl)piperidine hydrochloride in a similar manner as described for the preparation of Example 75 to provide Example 288, N-(1-(4-(4-chlorophenyl)piperidin-1-yl)-3-methyl-1-oxobut-2-en-2-yl)benzamide. MS found: 397 (M+H). Reactants: Cc1ccc2ccccn12, CC(Cl)Cl, Cl, O=C(C1CCc2nc[nH]c2C1)N1CCCC1, O=P(Cl)(Cl)Cl. The product is Cc1cc(C(=O)C2CCc3nc[nH]c3C2)c2ccccn12. As a reaction SMILES: [CH3:23][c:24]1[cH:25][cH:26][c:27]2[cH:28][cH:29][cH:30][cH:31][n:32]12.[Cl:33][CH:34]([Cl:35])[CH3:36].[ClH:1].[N:2]1([C:7](=[O:8])[CH:9]2[CH2:10][c:11]3[c:12]([n:13][cH:14][nH:15]3)[CH2:16][CH2:17]2)[CH2:3][CH2:4][CH2:5][CH2:6]1.[P:18]([Cl:19])([Cl:20])([Cl:21])=[O:22]>>[C:7](=[O:8])([CH:9]1[CH2:10][c:11]2[c:12]([n:13][cH:14][nH:15]2)[CH2:16][CH2:17]1)[c:26]1[cH:25][c:24]([CH3:23])[n:32]2[c:27]1[cH:28][cH:29][cH:30][cH:31]2. The reactants are Cl (hydrochloric acid), C(CCCCCCC)OC1=C(C(=O)Cl)C=CC=C1 (Octyloxybenzoic acid chloride), O1CCCC1 (tetrahydrofuran), OC1=CC=2C(C3=CC(=CC=C3C2C=C1)O)C (2,7-dihydroxy-9-methylfluorene). The solvent is N1=CC=CC=C1 (pyridine). Yields the product C(CCCCCCC)OC1=CC=C(C(=O)OC2=CC=3C(C4=CC(=CC=C4C3C=C2)O)C)C=C1 (2-(4-octyloxybenzoyloxy)-7-hydroxy-9-methylfluorene). As a reaction SMILES: [CH2:1]([O:9][C:10]1[CH:18]=[CH:17][CH:16]=[CH:15][C:11]=1C(Cl)=O)[CH2:2][CH2:3][CH2:4][CH2:5][CH2:6][CH2:7][CH3:8].[O:19]1CCC[CH2:20]1.[OH:24][C:25]1[CH:37]=[CH:36][C:35]2[C:34]3[C:29](=[CH:30][C:31]([OH:38])=[CH:32][CH:33]=3)[CH:28]([CH3:39])[C:27]=2[CH:26]=1.Cl>N1C=CC=CC=1>[CH2:1]([O:9][C:10]1[CH:11]=[CH:15][C:16]([C:20]([O:24][C:25]2[CH:37]=[CH:36][C:35]3[C:34]4[C:29](=[CH:30][C:31]([OH:38])=[CH:32][CH:33]=4)[CH:28]([CH3:39])[C:27]=3[CH:26]=2)=[O:19])=[CH:17][CH:18]=1)[CH2:2][CH2:3][CH2:4][CH2:5][CH2:6][CH2:7][CH3:8]. Reported procedure: Octyloxybenzoic acid chloride 12.5 g was added dividing into several times to a tetrahydrofuran (100 ml) solution of 2,7-dihydroxy-9-methylfluorene 10 g and pyridine 8 g, and the solution was refluxed for 5 hours. 5% hydrochloric acid 50 ml was added to the reaction mixture, and the solution was extracted with methylene chloride. The extract was washed with 5% hydrochloric acid until pH became acidic, and then it was washed with a saturated sodium hydrogencarbonate aqueous solution and dried on ...